Task: describe an organic reaction: reactants, conditions, products, and yield. Dataset: the Open Reaction Database (ORD), a public repository of structured organic reaction records Starting materials: O=C([O-])O, CCO, Clc1nc(Cl)c2[nH]ccc2n1, [H][H], [Na+]. Product: Clc1ncc2[nH]ccc2n1. RXN SMILES: [C:12](=[O:13])([O-:14])[OH:15].[CH3:19][CH2:20][OH:21].[Cl:1][c:2]1[n:3][c:4]([Cl:11])[c:5]2[c:6]([n:7]1)[cH:8][cH:9][nH:10]2.[H:17][H:18].[Na+:16]>>[Cl:1][c:2]1[n:3][cH:4][c:5]2[c:6]([n:7]1)[cH:8][cH:9][nH:10]2. Starting materials: O=C([O-])[O-], CCOC(=O)C(Cc1ccc(OCCCOc2ccc(I)cc2)cc1)OC, COCCOC, [Cs+], [Cs+], c1ccc(P(c2ccccc2)(c2ccccc2)[Pd](P(c2ccccc2)(c2ccccc2)c2ccccc2)(P(c2ccccc2)(c2ccccc2)c2ccccc2)P(c2ccccc2)(c2ccccc2)c2ccccc2)cc1, OB(O)c1ccc2[nH]ccc2c1. The product is CCOC(=O)C(Cc1ccc(OCCCOc2ccc(-c3ccc4[nH]ccc4c3)cc2)cc1)OC. RXN SMILES: [C:40](=[O:41])([O-:42])[O-:43].[CH2:1]([CH3:2])[O:3][C:4]([CH:5]([CH2:6][c:7]1[cH:8][cH:9][c:10]([O:13][CH2:14][CH2:15][CH2:16][O:17][c:18]2[cH:19][cH:20][c:21]([I:24])[cH:22][cH:23]2)[cH:11][cH:12]1)[O:25][CH3:26])=[O:27].[CH3:46][O:47][CH2:48][CH2:49][O:50][CH3:51].[Cs+:44].[Cs+:45].[cH:52]1[cH:53][cH:54][c:55]([P:56]([Pd:57]([P:58]([c:59]2[cH:60][cH:61][cH:62][cH:63][cH:64]2)([c:65]2[cH:66][cH:67][cH:68][cH:69][cH:70]2)[c:71]2[cH:72][cH:73][cH:74][cH:75][cH:76]2)([P:77]([c:78]2[cH:79][cH:80][cH:81][cH:82][cH:83]2)([c:84]2[cH:85][cH:86][cH:87][cH:88][cH:89]2)[c:90]2[cH:91][cH:92][cH:93][cH:94][cH:95]2)[P:96]([c:97]2[cH:98][cH:99][cH:100][cH:101][cH:102]2)([c:103]2[cH:104][cH:105][cH:106][cH:107][cH:108]2)[c:109]2[cH:110][cH:111][cH:112][cH:113][cH:114]2)([c:115]2[cH:116][cH:117][cH:118][cH:119][cH:120]2)[c:121]2[cH:122][cH:123][cH:124][cH:125][cH:126]2)[cH:127][cH:128]1.[nH:28]1[cH:29][cH:30][c:31]2[cH:32][c:33]([B:37]([OH:38])[OH:39])[cH:34][cH:35][c:36]12>>[CH2:1]([CH3:2])[O:3][C:4]([CH:5]([CH2:6][c:7]1[cH:8][cH:9][c:10]([O:13][CH2:14][CH2:15][CH2:16][O:17][c:18]2[cH:19][cH:20][c:21](-[c:33]3[cH:32][c:31]4[cH:30][cH:29][nH:28][c:36]4[cH:35][cH:34]3)[cH:22][cH:23]2)[cH:11][cH:12]1)[O:25][CH3:26])=[O:27]. Run in O1CCCC1 (tetrahydrofuran), petroleum ether. Starting materials: [H-].[Na+] (sodium hydride), ClC(C(=O)N)C (2-chloropropionamide), ClC1=CC2=C(C3=C(O2)C=CC(=C3)O)C=C1 (7-chloro-2-hydroxydibenzofuran), [H][H] (hydrogen). As a reaction SMILES: [Cl:1][C:2]1[CH:15]=[CH:14][C:5]2[C:6]3[CH:12]=[C:11]([OH:13])[CH:10]=[CH:9][C:7]=3[O:8][C:4]=2[CH:3]=1.[H-].[Na+].[H][H].Cl[CH:21]([CH3:25])[C:22]([NH2:24])=[O:23]>O1CCCC1>[Cl:1][C:2]1[CH:15]=[CH:14][C:5]2[C:6]3[CH:12]=[C:11]([O:13][CH:21]([CH3:25])[C:22]([NH2:24])=[O:23])[CH:10]=[CH:9][C:7]=3[O:8][C:4]=2[CH:3]=1 |f:1.2|. Procedure: 21.7 g (0.1 mole) 7-chloro-2-hydroxydibenzofuran is dissolved in 200 ml of tetrahydrofuran. To this solution is added 5.2 g sodium hydride (50% dispersion in oil) which was prewashed in petroleum ether. After hydrogen evolution had ceased, the solution was brought to reflux and 11.2 g (0.1 mole) of 2-chloropropionamide was added. The mixture was allowed to reflux for 8 hours. The solvent was evaporated and the crude product was washed with dilute acid and crystallized from methanol to yield 14.5... Product: ClC1=CC2=C(C3=C(O2)C=CC(=C3)OC(C(=O)N)C)C=C1 (2-(7-Chloro-2-dibenzofuranyloxy) propionamide). Reactants: NC1=C(N=C(S1)C=1C=NC(=CC1)N1CCOCC1)C(=O)OCC (Ethyl 5-amino-2-(6-morpholin-4-ylpyridin-3-yl)-1,3-thiazole-4-carboxylate), Cl (HCl), CO (methanol), [OH-].[K+] (potassium hydroxide). The solvent is CC(C)(C)O (t-BuOH). Run at temperature 60 celsius, time 4.5 hour. Yields the product NC1=C(N=C(S1)C=1C=NC(=CC1)N1CCOCC1)C(=O)O (5-Amino-2-(6-morpholin-4-ylpyridin-3-yl)-1,3-thiazole-4-carboxylic acid). As a reaction SMILES: [NH2:1][C:2]1[S:6][C:5]([C:7]2[CH:8]=[N:9][C:10]([N:13]3[CH2:18][CH2:17][O:16][CH2:15][CH2:14]3)=[CH:11][CH:12]=2)=[N:4][C:3]=1[C:19]([O:21]CC)=[O:20].CO.[OH-].[K+].Cl>CC(O)(C)C>[NH2:1][C:2]1[S:6][C:5]([C:7]2[CH:8]=[N:9][C:10]([N:13]3[CH2:18][CH2:17][O:16][CH2:15][CH2:14]3)=[CH:11][CH:12]=2)=[N:4][C:3]=1[C:19]([OH:21])=[O:20] |f:2.3|. Reported procedure: Ethyl 5-amino-2-(6-morpholin-4-ylpyridin-3-yl)-1,3-thiazole-4-carboxylate (Example 21, Step 4) (100 mg, 0.3 mmol) was taken up in t-BuOH (3 ml) and methanol (3 ml) and 1M aqueous potassium hydroxide (1.5 ml, 1.5 mmol) was added. The resulting mixture was stirred at 60° C. for 4.5 hrs. The reaction was then cooled to room temperature and neutralized with 1.5 mL 1M aqueous HCl. A yellow precipitate then formed. The resulting slurry was concentrated under reduced pressure, re-suspended in MeOH and ... Reactants: C(C1=CC=CC=C1)OC(=O)N1CCC(CC1)C(CC(=O)OC)N1C(CN(CC1)C(=O)OC(C)(C)C)=O (methyl 3-(1-benzyloxycarbonylpiperidin-4-yl)-3-[4-(tert-butoxycarbonyl)-2-oxopiperazine-1-yl]propionate), Cl (hydrochloric acid). The solvent is C(C)(=O)OCC (ethyl acetate), C(C)(=O)OCC (ethyl acetate). Conditions: time 4 hour. Yields the product C(C1=CC=CC=C1)OC(=O)N1CCC(CC1)C(CC(=O)OC)N1C(CNCC1)=O (methyl 3-(1-benzyloxycarbonylpiperidin-4-yl)-3-(2-oxopiperazine-1-yl)propionate). Yield: 61.1%. RXN SMILES: [CH2:1]([O:8][C:9]([N:11]1[CH2:16][CH2:15][CH:14]([CH:17]([N:23]2[CH2:28][CH2:27][N:26](C(OC(C)(C)C)=O)[CH2:25][C:24]2=[O:36])[CH2:18][C:19]([O:21][CH3:22])=[O:20])[CH2:13][CH2:12]1)=[O:10])[C:2]1[CH:7]=[CH:6][CH:5]=[CH:4][CH:3]=1.Cl>C(OCC)(=O)C>[CH2:1]([O:8][C:9]([N:11]1[CH2:16][CH2:15][CH:14]([CH:17]([N:23]2[CH2:28][CH2:27][NH:26][CH2:25][C:24]2=[O:36])[CH2:18][C:19]([O:21][CH3:22])=[O:20])[CH2:13][CH2:12]1)=[O:10])[C:2]1[CH:7]=[CH:6][CH:5]=[CH:4][CH:3]=1. Procedure: To a solution of methyl 3-(1-benzyloxycarbonylpiperidin-4-yl)-3-[4-(tert-butoxycarbonyl)-2-oxopiperazine-1-yl]propionate (4.78 g) in ethyl acetate (15 ml) was added 4N hydrochloric acid in ethyl acetate (15 ml) and the mixture was stirred at room temperature for 4 hours. The reaction solution was concentrated, and the residue was diluted with water, made basic with saturated sodium hydrogen carbonate solution and extracted with dichloromethane. The extract was washed with saturated brine, dried ... Reactants: O=C1CCC(=O)N1Br, ClC(Cl)(Cl)Cl, CCOC(=O)COc1ccccc1OC. Yields the product CCOC(=O)C(Br)Oc1ccccc1OC. Reaction SMILES: [Br:1][N:2]1[C:3](=[O:4])[CH2:5][CH2:6][C:7]1=[O:8].[C:24]([Cl:25])([Cl:26])([Cl:27])[Cl:28].[CH3:9][O:10][c:11]1[c:12]([O:13][CH2:14][C:15](=[O:16])[O:17][CH2:18][CH3:19])[cH:20][cH:21][cH:22][cH:23]1>>[Br:1][CH:14]([O:13][c:12]1[c:11]([O:10][CH3:9])[cH:23][cH:22][cH:21][cH:20]1)[C:15](=[O:16])[O:17][CH2:18][CH3:19].